Dataset: the Open Reaction Database (ORD), a public repository of structured organic reaction records. Task: describe an organic reaction: reactants, conditions, products, and yield The reactants are COCCCCCCOc1ccc(C(=O)OC)cc1, CO, NN, C1CCOC1, O, O. The product is COCCCCCCOc1ccc(C(=O)NN)cc1. Reaction SMILES: [CH3:1][O:2][CH2:3][CH2:4][CH2:5][CH2:6][CH2:7][CH2:8][O:9][c:10]1[cH:11][cH:12][c:13]([C:14](=[O:15])[O:16][CH3:17])[cH:18][cH:19]1.[CH3:20][OH:21].[NH2:28][NH2:29].[O:22]1[CH2:23][CH2:24][CH2:25][CH2:26]1.[OH2:27].[OH2:30]>>[CH3:1][O:2][CH2:3][CH2:4][CH2:5][CH2:6][CH2:7][CH2:8][O:9][c:10]1[cH:11][cH:12][c:13]([C:14](=[O:15])[NH:28][NH2:29])[cH:18][cH:19]1. Starting materials: CC(=O)OO, Cc1ccc([N+](=O)[O-])c(CS(=O)c2cccc[n+]2[O-])c1, CC(=O)O. Yields the product Cc1ccc([N+](=O)[O-])c(CS(=O)(=O)c2cccc[n+]2[O-])c1. RXN SMILES: [C:21]([O:22][OH:24])(=[O:23])[CH3:25].[CH3:1][c:2]1[cH:3][cH:4][c:5]([N+:18](=[O:19])[O-:20])[c:6]([CH2:8][S:9](=[O:10])[c:11]2[n+:12]([O-:17])[cH:13][cH:14][cH:15][cH:16]2)[cH:7]1.[CH3:26][C:27](=[O:28])[OH:29]>>[CH3:1][c:2]1[cH:3][cH:4][c:5]([N+:18](=[O:19])[O-:20])[c:6]([CH2:8][S:9](=[O:10])([c:11]2[n+:12]([O-:17])[cH:13][cH:14][cH:15][cH:16]2)=[O:23])[cH:7]1.